From a dataset of the Open Reaction Database (ORD), a public repository of structured organic reaction records. describe an organic reaction: reactants, conditions, products, and yield Reactants: O=C1C(CCC1)C(=O)OCC (ethyl 2-oxocyclopentanecarboxylate), C(C1=CC=CC=C1)O (benzyl alcohol). Reaction conditions: temperature 175 celsius. The product is O=C1C(CCC1)C(=O)OCC1=CC=CC=C1 (benzyl 2-oxocyclopentanecarboxylate). Isolated yield 93.1%. RXN SMILES: [O:1]=[C:2]1[CH2:6][CH2:5][CH2:4][CH:3]1[C:7]([O:9][CH2:10][CH3:11])=[O:8].C(O)[C:13]1[CH:18]=[CH:17]C=[CH:15][CH:14]=1>>[O:1]=[C:2]1[CH2:6][CH2:5][CH2:4][CH:3]1[C:7]([O:9][CH2:10][C:11]1[CH:17]=[CH:18][CH:13]=[CH:14][CH:15]=1)=[O:8]. Procedure details: To ethyl 2-oxocyclopentanecarboxylate (4 g, 25.6 mmol) was added benzyl alcohol (3.6 g, 33.3 mmol) and the resulting mixture was heated to 175° C. for 1 hour. The reaction mixture was concentrated under reduced pressure using a high vacuum pump to yield benzyl 2-oxocyclopentanecarboxylate (5.2 g, 23.84 mmol, 93% yield) as an oil. This compound was used for the next step without further purification. Reactants: C(CC)[O-].[Na+] (sodium propanolate), Cl (hydrochloric acid), NC1=NC(=NC(=N1)C(Cl)(Cl)Cl)C(F)(F)F (2-amino-4-trichloromethyl-6-trifluoromethyl-1,3,5-triazine), C(CC)[O-].[Na+] (sodium propanolate). Run in C(CC)O (propanol), C(CC)O (propanol). Reaction conditions: temperature 75 celsius. Yields the product NC1=NC(=NC(=N1)OCCC)C(F)(F)F (2-Amino-4-(n-propoxy)-6-trifluoromethyl-1,3,5-triazine). RXN SMILES: [NH2:1][C:2]1[N:7]=[C:6](C(Cl)(Cl)Cl)[N:5]=[C:4]([C:12]([F:15])([F:14])[F:13])[N:3]=1.[CH2:16]([O-:19])[CH2:17][CH3:18].[Na+].Cl>C(O)CC>[NH2:1][C:2]1[N:7]=[C:6]([O:19][CH2:16][CH2:17][CH3:18])[N:5]=[C:4]([C:12]([F:15])([F:14])[F:13])[N:3]=1 |f:1.2|. Reported procedure: 20.0 g (71 mmol) of 2-amino-4-trichloromethyl-6-trifluoromethyl-1,3,5-triazine were added at 22° C. to a solution of 0.58 g (7.1 mmol) of sodium propanolate in 40 ml of propanol. The resulting yellow mixture was then heated at 75° C. for 30 minutes, after which a further 0.58 g (7.1 mmol) of sodium propanolate in 10 ml of propanol was added and the mixture was heated at 75° C. for 10 minutes. The reaction mixture was cooled to 20° C. and then neutralized with 2 normal aqueous hydrochloric acid. ... The reactants are C1=C(C=CC2=CC=CC=C12)COC(C(=O)OC)(C(F)(F)F)C ((±)-methyl 2-(2-naphthylmethoxy)-3,3,3-trifluoro-2-methylpropionate), C1(=CC=CC2=CC=CC=C12)COC(C(=O)OC)(C(F)(F)F)C ((±)-methyl 2-(1-naphthylmethoxy)-3,3,3-trifluoro-2-methylpropionate), C1(=CC=CC=C1)C.C1CCCCC1 (toluene cyclohexane), ClC=1C=C2C=CC(=CC2=CC1)COC(C(=O)OC)(C(F)(F)F)C ((±)-methyl 2-(6-chloro-2-naphthylmethoxy)-3,3,3-trifluoro-2-methylpropionate). The solvent is light petroleum, C1CCCCC1 (cyclohexane). The product is ClC=1C=C2C=CC(=CC2=CC1)COC(C(=O)O)(C(F)(F)F)C ((±)-2-(6-chloro-2-naphthylmethoxy)-3,3,3-trifluoro-2-methylpropionic acid), C1=C(C=CC2=CC=CC=C12)COC(C(=O)O)(C(F)(F)F)C ((±)-2-(2-naphthylmethoxy)-3,3,3-trifluoro-2-methylpropionic acid), C1(=CC=CC2=CC=CC=C12)COC(C(=O)O)(C(F)(F)F)C ((±)-2-(1-naphthylmethoxy)-3,3,3-trifluoro-2-methylpropionic acid). As a reaction SMILES: [Cl:1][C:2]1[CH:3]=[C:4]2[C:9](=[CH:10][CH:11]=1)[CH:8]=[C:7]([CH2:12][O:13][C:14]([CH3:23])([C:19]([F:22])([F:21])[F:20])[C:15]([O:17]C)=[O:16])[CH:6]=[CH:5]2.[CH:24]1[C:33]2[C:28](=[CH:29][CH:30]=[CH:31][CH:32]=2)[CH:27]=[CH:26][C:25]=1[CH2:34][O:35][C:36]([CH3:45])([C:41]([F:44])([F:43])[F:42])[C:37]([O:39]C)=[O:38].[C:46]1([CH2:56][O:57][C:58]([CH3:67])([C:63]([F:66])([F:65])[F:64])[C:59]([O:61]C)=[O:60])[C:55]2[C:50](=[CH:51][CH:52]=[CH:53][CH:54]=2)[CH:49]=[CH:48][CH:47]=1.C1(C)C=CC=CC=1.C1CCCCC1>C1CCCCC1>[Cl:1][C:2]1[CH:3]=[C:4]2[C:9](=[CH:10][CH:11]=1)[CH:8]=[C:7]([CH2:12][O:13][C:14]([CH3:23])([C:19]([F:20])([F:21])[F:22])[C:15]([OH:17])=[O:16])[CH:6]=[CH:5]2.[CH:24]1[C:33]2[C:28](=[CH:29][CH:30]=[CH:31][CH:32]=2)[CH:27]=[CH:26][C:25]=1[CH2:34][O:35][C:36]([CH3:45])([C:41]([F:42])([F:43])[F:44])[C:37]([OH:39])=[O:38].[C:46]1([CH2:56][O:57][C:58]([CH3:67])([C:63]([F:64])([F:65])[F:66])[C:59]([OH:61])=[O:60])[C:55]2[C:50](=[CH:51][CH:52]=[CH:53][CH:54]=2)[CH:49]=[CH:48][CH:47]=1 |f:3.4|. Reported procedure: The above process is repeated with (±)-methyl 2-(6-chloro-2-naphthylmethoxy)-3,3,3-trifluoro-2-methylpropionate, (±)-methyl 2-(2-naphthylmethoxy)-3,3,3-trifluoro-2-methylpropionate or (±)-methyl 2-(1-naphthylmethoxy)-3,3,3-trifluoro-2-methylpropionate except that the reaction is carried out for 41/2, 2 and 21/2 hours respectively to give (±)-2-(6-chloro-2-naphthylmethoxy)-3,3,3-trifluoro-2-methylpropionic acid, m.p. 150°-153° C. (from toluene-cyclohexane), (±)-2-(2-naphthylmethoxy)-3,3,3-trifluo... Run at time 2 hour. Yields the product COC(C1=CC=C(C=C1)I)=O (p-iodobenzoic Acid Methylester). Run in CO (methanol). The reactants are C1=CC(=CC=C1C(=O)O)I (p-iodobenzoic acid), C[Si](C)(C)C=[N+]=[N-].CCCCCC (trimethylsilyl diazomethane hexane). Procedure: p-iodobenzoic acid (500 mg, 2.02 mmol) was dissolved in methanol (30 ml), to which was added 2M trimethylsilyl diazomethane/hexane solution (13 ml) and the mixture was stirred at room temperature for 2 hours. The reaction mixture was concentrated under reduced pressure to yield a crude product (500 mg) of the title compound. This was used as a raw material in the subsequent reaction without purification. As a reaction SMILES: [CH:1]1[C:6]([C:7]([OH:9])=[O:8])=[CH:5][CH:4]=[C:3]([I:10])[CH:2]=1.[CH3:11][Si](C=[N+]=[N-])(C)C.CCCCCC>CO>[CH3:11][O:8][C:7](=[O:9])[C:6]1[CH:5]=[CH:4][C:3]([I:10])=[CH:2][CH:1]=1 |f:1.2|. Reactants: [Br-], C1CCOC1, CN(C)CCc1sc2ccccc2c1C(=O)c1cncs1, C[Mg+]. Product: CN(C)CCc1sc2ccccc2c1C(C)(O)c1cncs1. RXN SMILES: [Br-:22].[CH2:25]1[O:26][CH2:27][CH2:28][CH2:29]1.[CH3:1][N:2]([CH2:3][CH2:4][c:5]1[c:6]([C:14](=[O:15])[c:16]2[cH:17][n:18][cH:19][s:20]2)[c:7]2[c:8]([s:9]1)[cH:10][cH:11][cH:12][cH:13]2)[CH3:21].[CH3:23][Mg+:24]>>[CH3:1][N:2]([CH2:3][CH2:4][c:5]1[c:6]([C:14]([OH:15])([c:16]2[cH:17][n:18][cH:19][s:20]2)[CH3:23])[c:7]2[c:8]([s:9]1)[cH:10][cH:11][cH:12][cH:13]2)[CH3:21]. The reactants are Cc1ccc(O)cc1, CCOC(=O)N=NC(=O)OCC, C1CCOC1, c1ccc(P(c2ccccc2)c2ccccc2)cc1. Product: O=P(c1ccccc1)(c1ccccc1)c1ccccc1. RXN SMILES: [CH3:20][c:21]1[cH:22][cH:23][c:24]([OH:25])[cH:26][cH:27]1.[O:28]=[C:29]([O:30][CH2:31][CH3:32])[N:33]=[N:34][C:35]([O:36][CH2:37][CH3:38])=[O:39].[O:40]1[CH2:41][CH2:42][CH2:43][CH2:44]1.[c:1]1([P:7]([c:8]2[cH:9][cH:10][cH:11][cH:12][cH:13]2)[c:14]2[cH:15][cH:16][cH:17][cH:18][cH:19]2)[cH:2][cH:3][cH:4][cH:5][cH:6]1>>[c:1]1([P:7]([c:8]2[cH:9][cH:10][cH:11][cH:12][cH:13]2)([c:14]2[cH:15][cH:16][cH:17][cH:18][cH:19]2)=[O:25])[cH:2][cH:3][cH:4][cH:5][cH:6]1.